Task: describe an organic reaction: reactants, conditions, products, and yield. Dataset: the Open Reaction Database (ORD), a public repository of structured organic reaction records Starting materials: O (water), FC1=CC=C(CC=2SC=3N=C(N=C(C3N2)SC)N)C=C1 (2-(4-fluorobenzyl)-7-(methylthio)thiazolo[5,4-d]pyrimidin-5-amine), [OH-].[Na+] (NaOH), IC (iodomethane). Run in CS(=O)C (DMSO). Reaction conditions: time 2 hour. Yields the product FC1=CC=C(C=C1)C(C)C=1SC=2N=C(N=C(C2N1)SC)N (2-(1-(4-fluorophenyl)ethyl)-7-methylthio-thiazolo[5,4-d]pyrimidin-5-amine). The yield is 69.1%. Reaction SMILES: [F:1][C:2]1[CH:20]=[CH:19][C:5]([CH2:6][C:7]2[S:8][C:9]3[N:10]=[C:11]([NH2:18])[N:12]=[C:13]([S:16][CH3:17])[C:14]=3[N:15]=2)=[CH:4][CH:3]=1.[OH-].[Na+].I[CH3:24].O>CS(C)=O>[F:1][C:2]1[CH:20]=[CH:19][C:5]([CH:6]([C:7]2[S:8][C:9]3[N:10]=[C:11]([NH2:18])[N:12]=[C:13]([S:16][CH3:17])[C:14]=3[N:15]=2)[CH3:24])=[CH:4][CH:3]=1 |f:1.2|. Reported procedure: To a solution of 2-(4-fluorobenzyl)-7-(methylthio)thiazolo[5,4-d]pyrimidin-5-amine (0.4 g, 1.31 mmol) and 2N NaOH (0.65 ml, 1.31 mmol) in DMSO (7 ml) was added iodomethane (81 μl, 1.31 mmol). The reaction mixture was stirred at room temperature for 2 hours. The mixture was poured into water and extracted with ethyl acetate, brine and dried over Na2SO4. After removing the solvents under reduced pressure, the residue was purified by chromatography on silica gel (hexane/EtOAc 5:1) yielding the titl... Starting materials: ClCCl, OCC1CCOCC1, Cc1ccc(S(=O)(=O)Cl)cc1, c1ccncc1. The product is Cc1ccc(S(=O)(=O)OCC2CCOCC2)cc1. Reaction SMILES: [Cl:26][CH2:27][Cl:28].[O:12]1[CH2:13][CH2:14][CH:15]([CH2:18][OH:19])[CH2:16][CH2:17]1.[c:1]1([CH3:11])[cH:2][cH:3][c:4]([S:7](=[O:8])(=[O:9])[Cl:10])[cH:5][cH:6]1.[cH:20]1[cH:21][cH:22][n:23][cH:24][cH:25]1>>[c:1]1([CH3:11])[cH:2][cH:3][c:4]([S:7](=[O:8])(=[O:9])[O:19][CH2:18][CH:15]2[CH2:14][CH2:13][O:12][CH2:17][CH2:16]2)[cH:5][cH:6]1. Isolated yield 39.2%. The solvent is O1CCOCC1 (1,4-dioxane). The reagents and catalysts are C(C)(=O)[O-].[Pd+2].C(C)(=O)[O-] (Palladium (II) acetate). Yields the product ClC=1C(=CC(=NC1)NC1=CC(=NN1CC)CCN1CCCC1)NC1=C(C(=O)NC)C=CC=C1 (2-{[5-Chloro-2-({1-ethyl-3-[2-(1-pyrrolidinyl)ethyl]-1H-pyrazol-5-yl}amino)-4-pyridinyl]amino}-N-methylbenzamide). Conditions: temperature 170 celsius, time 40 minute. Starting materials: C=1C=CC(=CC1)P(C=2C=CC=CC2)C3=CC=C4C=CC=CC4=C3C5=C6C=CC=CC6=CC=C5P(C=7C=CC=CC7)C=8C=CC=CC8 (BINAP), ClC1=NC=C(C(=C1)NC1=C(C(=O)NC)C=CC=C1)Cl (2-[(2,5-dichloro-4-pyridinyl)amino]-N-methylbenzamide), C(C)N1N=C(C=C1N)CCN1CCCC1 (1-ethyl-3-[2-(1-pyrrolidinyl)ethyl]-1H-pyrazol-5-amine), C([O-])([O-])=O.[Cs+].[Cs+] (cesium carbonate). Procedure details: To a 5-mL microwave tube were added 2-[(2,5-dichloro-4-pyridinyl)amino]-N-methylbenzamide (100 mg, 0.338 mmol), 1-ethyl-3-[2-(1-pyrrolidinyl)ethyl]-1H-pyrazol-5-amine (70.3 mg, 0.338 mmol), cesium carbonate (330 mg, 1.013 mmol), and 1,4-dioxane (2 mL), and the mixture was degassed by bubbling nitrogen through for 15 min. Palladium (II) acetate (3.79 mg, 0.017 mmol) and BINAP (21.03 mg, 0.034 mmol) were added, and the reaction mixture was heated at 170° C. with stirring under microwave conditions... As a reaction SMILES: Cl[C:2]1[CH:7]=[C:6]([NH:8][C:9]2[CH:18]=[CH:17][CH:16]=[CH:15][C:10]=2[C:11]([NH:13][CH3:14])=[O:12])[C:5]([Cl:19])=[CH:4][N:3]=1.[CH2:20]([N:22]1[C:26]([NH2:27])=[CH:25][C:24]([CH2:28][CH2:29][N:30]2[CH2:34][CH2:33][CH2:32][CH2:31]2)=[N:23]1)[CH3:21].C(=O)([O-])[O-].[Cs+].[Cs+].C1C=CC(P(C2C(C3C(P(C4C=CC=CC=4)C4C=CC=CC=4)=CC=C4C=3C=CC=C4)=C3C(C=CC=C3)=CC=2)C2C=CC=CC=2)=CC=1>C([O-])(=O)C.[Pd+2].C([O-])(=O)C.O1CCOCC1>[Cl:19][C:5]1[C:6]([NH:8][C:9]2[CH:18]=[CH:17][CH:16]=[CH:15][C:10]=2[C:11]([NH:13][CH3:14])=[O:12])=[CH:7][C:2]([NH:27][C:26]2[N:22]([CH2:20][CH3:21])[N:23]=[C:24]([CH2:28][CH2:29][N:30]3[CH2:34][CH2:33][CH2:32][CH2:31]3)[CH:25]=2)=[N:3][CH:4]=1 |f:2.3.4,6.7.8|. Reactants: O[C@H](C)[C@@H]1[C@@H]2N(C(=C([C@@H]2C)OP(=O)(C2=CC=CC=C2)C2=CC=CC=C2)C(=O)OCC2=CC=C(C=C2)[N+](=O)[O-])C1=O (4-nitrobenzyl (1R,5R,6S)-6-[(1R)-1-hydroxyethyl]-1-methyl-2-diphenylphosphoryloxy-1-carbapen-2-em-3-carboxylate), CN(C(=NC(=O)OCC1=CC=C(C=C1)[N+](=O)[O-])NC(=O)OCC1=CC=C(C=C1)[N+](=O)[O-])CC(=O)N[C@@H]1CN(CC1)C(=O)[C@H]1N(C[C@H](C1)S)C(=O)OCC1=CC=C(C=C1)[N+](=O)[O-] ((2S,4S)-2-[(3S)-3-[2-[1-methyl-2,3-di(4-nitrobenzyloxycarbonyl)guanidino]acetylamino]pyrrolidin-1-ylcarbonyl]-4-mercapto-1-(4-nitrobenzyloxycarbonyl)pyrrolidine). Product: O[C@H](C)[C@@H]1[C@@H]2N(C(=C([C@@H]2C)S[C@H]2C[C@H](N(C2)C(=O)OCC2=CC=C(C=C2)[N+](=O)[O-])C(=O)N2C[C@H](CC2)NC(CN(C(=NC(=O)OCC2=CC=C(C=C2)[N+](=O)[O-])NC(=O)OCC2=CC=C(C=C2)[N+](=O)[O-])C)=O)C(=O)OCC2=CC=C(C=C2)[N+](=O)[O-])C1=O (4-nitrobenzyl (1R,5S,6S)-6-[(1R)-1-hydroxyethyl]-2-[(2S,4S)-2-[(3S)-3-[2-[1-methyl-2,3-di(4-nitrobenzyloxycarbonyl)guanidino]acetylamino]pyrrolidin-1-ylcarbonyl]-1-(4-nitrobenzyloxycarbonyl)pyrrolidin-4-ylthio]-1-methyl-1-carbapen-2-em-3-carboxylate). The yield is 53.5%. Reaction SMILES: [OH:1][C@@H:2]([C@H:4]1[C:39](=[O:40])[N:6]2[C:7]([C:26]([O:28][CH2:29][C:30]3[CH:35]=[CH:34][C:33]([N+:36]([O-:38])=[O:37])=[CH:32][CH:31]=3)=[O:27])=[C:8](OP(C3C=CC=CC=3)(C3C=CC=CC=3)=O)[C@H:9]([CH3:10])[C@H:5]12)[CH3:3].[CH3:41][N:42]([CH2:72][C:73]([NH:75][C@H:76]1[CH2:80][CH2:79][N:78]([C:81]([C@@H:83]2[CH2:87][C@H:86]([SH:88])[CH2:85][N:84]2[C:89]([O:91][CH2:92][C:93]2[CH:98]=[CH:97][C:96]([N+:99]([O-:101])=[O:100])=[CH:95][CH:94]=2)=[O:90])=[O:82])[CH2:77]1)=[O:74])[C:43]([NH:58][C:59]([O:61][CH2:62][C:63]1[CH:68]=[CH:67][C:66]([N+:69]([O-:71])=[O:70])=[CH:65][CH:64]=1)=[O:60])=[N:44][C:45]([O:47][CH2:48][C:49]1[CH:54]=[CH:53][C:52]([N+:55]([O-:57])=[O:56])=[CH:51][CH:50]=1)=[O:46]>>[OH:1][C@@H:2]([C@H:4]1[C:39](=[O:40])[N:6]2[C:7]([C:26]([O:28][CH2:29][C:30]3[CH:31]=[CH:32][C:33]([N+:36]([O-:38])=[O:37])=[CH:34][CH:35]=3)=[O:27])=[C:8]([S:88][C@@H:86]3[CH2:85][N:84]([C:89]([O:91][CH2:92][C:93]4[CH:98]=[CH:97][C:96]([N+:99]([O-:101])=[O:100])=[CH:95][CH:94]=4)=[O:90])[C@H:83]([C:81]([N:78]4[CH2:79][CH2:80][C@H:76]([NH:75][C:73](=[O:74])[CH2:72][N:42]([CH3:41])[C:43]([NH:58][C:59]([O:61][CH2:62][C:63]5[CH:64]=[CH:65][C:66]([N+:69]([O-:71])=[O:70])=[CH:67][CH:68]=5)=[O:60])=[N:44][C:45]([O:47][CH2:48][C:49]5[CH:54]=[CH:53][C:52]([N+:55]([O-:57])=[O:56])=[CH:51][CH:50]=5)=[O:46])[CH2:77]4)=[O:82])[CH2:87]3)[C@H:9]([CH3:10])[C@H:5]12)[CH3:3]. Procedure: By using 4-nitrobenzyl (1R,5R,6S)-6-[(1R)-1-hydroxyethyl]-1-methyl-2-diphenylphosphoryloxy-1-carbapen-2-em-3-carboxylate (936 mg) and (2S,4S)-2-[(3S)-3-[2-[1-methyl-2,3-di(4-nitrobenzyloxycarbonyl)guanidino]acetylamino]pyrrolidin-1-ylcarbonyl]-4-mercapto-1-(4-nitrobenzyloxycarbonyl)pyrrolidine (1.30 g), reaction and purification were carried out in a similar manner to that described in Example 1-(1), whereby 4-nitrobenzyl (1R,5S,6S)-6-[(1R)-1-hydroxyethyl]-2-[(2S,4S)-2-[(3S)-3-[2-[1-methyl-2,3-d... Reactants: CCCCC(=O)N(Cc1ccc(-c2ccccc2-c2nnn[nH]2)cc1)C(C(=O)O)C(C)C, [Ca], N#N, O. Product: CCCCC(=O)N(Cc1ccc(-c2ccccc2-c2nnn[nH]2)cc1)C(C(=O)O)C(C)C, [Ca]. Reaction SMILES: [CH3:4][CH2:5][CH2:6][CH2:7][C:8](=[O:9])[N:10]([CH2:11][c:12]1[cH:13][cH:14][c:15](-[c:18]2[cH:19][cH:20][cH:21][cH:22][c:23]2-[c:24]2[n:25][n:26][n:27][nH:28]2)[cH:16][cH:17]1)[CH:29]([CH:30]([CH3:31])[CH3:32])[C:33]([OH:34])=[O:35].[Ca:1].[N:2]#[N:3].[OH2:36]>>[CH3:4][CH2:5][CH2:6][CH2:7][C:8](=[O:9])[N:10]([CH2:11][c:12]1[cH:13][cH:14][c:15](-[c:18]2[cH:19][cH:20][cH:21][cH:22][c:23]2-[c:24]2[nH:25][n:26][n:27][n:28]2)[cH:16][cH:17]1)[CH:29]([CH:30]([CH3:31])[CH3:32])[C:33](=[O:34])[OH:35].[Ca:1]. Reactants: Cl.N1=C(C=CC=2CCCNC12)CCCCC(=O)O (5-(5,6,7,8-Tetrahydro-[1,8]naphthyridin-2-yl)-pentanoic acid hydrochloride), C(CCl)Cl (EDC), C=1C=CC2=C(C1)N=NN2O (HOBT), CN1CCOCC1 (NMM), CN(C)C=O (DMF), amine 12-1. Run in C(C)(=O)OCC (ethyl acetate). Run at time 30 minute. Yields the product N1=C(C=CC=2CCCNC12)CCCCC(=O)NCCC(=O)O (3-(5-(5,6,7,8-Tetrahydro-[1,8]naphthyridin-2-yl)-pentanoylamino)-propionic acid). RXN SMILES: Cl.[N:2]1[C:11]2[NH:10][CH2:9][CH2:8][CH2:7][C:6]=2[CH:5]=[CH:4][C:3]=1[CH2:12][CH2:13][CH2:14][CH2:15][C:16]([OH:18])=O.C(Cl)CCl.C1C=CC2N([OH:32])N=NC=2C=1.C[N:34]1[CH2:39][CH2:38]OCC1.CN([CH:43]=[O:44])C>C(OCC)(=O)C>[N:2]1[C:11]2[NH:10][CH2:9][CH2:8][CH2:7][C:6]=2[CH:5]=[CH:4][C:3]=1[CH2:12][CH2:13][CH2:14][CH2:15][C:16]([NH:34][CH2:39][CH2:38][C:43]([OH:44])=[O:32])=[O:18] |f:0.1|. Reported procedure: A mixture of acid 1-6 (10.8 mg, 0.04 mmol), EDC (7.7 mg, 0.04 mmol), HOBT (5.4 mg, 0.04 mmol) and NMM (0.026 mL, 0.24 mmol) in DMF (1 mL) was agitated until clear solution. After 30 minutes, amine 12-1 was added. The solution was agitated for one minute and then let stand for 18 h. The solution was diluted with ethyl acetate, washed with sat. NaHCO3 and H2O. Following evaporative removal of the solvent, the residue was dissolved in 90:10 TFA/H2O (1 ml). After 2 h, the solvents were evaporated to... Starting materials: BrC1=C(C=O)C=CC=C1 (2-bromobenzaldehyde), C1(CC(CCC1)=O)=O (cyclohexane-1,3-dione), C(C)OC(CC(N)=N)=O (amidinoacetic acid ethyl ester). Run in C(C)O (ethanol), C(C)O (ethanol). Yields the product C(C)OC(=O)C1=C(NC=2CCCC(C2C1C1=C(C=CC=C1)Br)=O)N (2-amino-4-(2-bromophenyl)-1,4,5,6,7,8-hexahydro-5-oxoquinoline-3-carboxylic acid ethyl ester). Yield: 46.0%. RXN SMILES: [Br:1][C:2]1[CH:9]=[CH:8][CH:7]=[CH:6][C:3]=1[CH:4]=O.[C:10]1(=[O:17])[CH2:15][CH2:14][CH2:13][C:12](=O)[CH2:11]1.[CH2:18]([O:20][C:21](=[O:26])[CH2:22][C:23](=[NH:25])[NH2:24])[CH3:19]>C(O)C>[CH2:18]([O:20][C:21]([C:22]1[CH:4]([C:3]2[CH:6]=[CH:7][CH:8]=[CH:9][C:2]=2[Br:1])[C:11]2[C:10](=[O:17])[CH2:15][CH2:14][CH2:13][C:12]=2[NH:24][C:23]=1[NH2:25])=[O:26])[CH3:19]. Reported procedure: Upon boiling a solution of 9.3 g of 2-bromobenzaldehyde, 5.6 g of cyclohexane-1,3-dione and 6.5 g of amidinoacetic acid ethyl ester in 100 ml of ethanol for 6 hours, 2-amino-4-(2-bromophenyl)-1,4,5,6,7,8-hexahydro-5-oxoquinoline-3-carboxylic acid ethyl ester of melting point 245°C (ethanol) is obtained. Starting materials: CCOC(=O)CC(=O)OCC, CCOC(C)=O, [Cl-], [Cl-], [Cl-], O=C(O)C1(c2ccc(C(F)(F)F)cc2)CCOCC1, [Mg+2], O=S(Cl)Cl. Yields the product CCOC(=O)C(C(=O)OCC)C(=O)C1(c2ccc(C(F)(F)F)cc2)CCOCC1. Reaction SMILES: [C:24]([CH2:25][C:26](=[O:27])[O:28][CH2:29][CH3:30])(=[O:31])[O:32][CH2:33][CH3:34].[CH3:39][CH2:40][O:41][C:42]([CH3:43])=[O:44].[Cl-:35].[Cl-:37].[Cl-:38].[F:1][C:2]([c:3]1[cH:4][cH:5][c:6]([C:9]2([C:15](=[O:16])[OH:17])[CH2:10][CH2:11][O:12][CH2:13][CH2:14]2)[cH:7][cH:8]1)([F:18])[F:19].[Mg+2:36].[S:20]([Cl:21])([Cl:22])=[O:23]>>[F:1][C:2]([c:3]1[cH:4][cH:5][c:6]([C:9]2([C:15](=[O:17])[CH:25]([C:24](=[O:31])[O:32][CH2:33][CH3:34])[C:26](=[O:27])[O:28][CH2:29][CH3:30])[CH2:10][CH2:11][O:12][CH2:13][CH2:14]2)[cH:7][cH:8]1)([F:18])[F:19].